This data is from the Open Reaction Database (ORD), a public repository of structured organic reaction records. The task is: describe an organic reaction: reactants, conditions, products, and yield As a reaction SMILES: [Cl-:1].[F:14][c:15]1[cH:16][cH:17][c:18](-[n:21]2[n:22][cH:23][c:24]3[cH:25][c:26]([I:30])[cH:27][cH:28][c:29]23)[cH:19][cH:20]1.[OH:2][CH:3]([CH:4]([CH3:5])[NH3+:6])[CH2:7][c:8]1[cH:9][cH:10][cH:11][cH:12][cH:13]1>>[O:2]([CH:3]([CH:4]([CH3:5])[NH2:6])[CH2:7][c:8]1[cH:9][cH:10][cH:11][cH:12][cH:13]1)[c:26]1[cH:25][c:24]2[cH:23][n:22][n:21](-[c:18]3[cH:17][cH:16][c:15]([F:14])[cH:20][cH:19]3)[c:29]2[cH:28][cH:27]1. The product is CC(N)C(Cc1ccccc1)Oc1ccc2c(cnn2-c2ccc(F)cc2)c1. Reactants: [Cl-], Fc1ccc(-n2ncc3cc(I)ccc32)cc1, CC([NH3+])C(O)Cc1ccccc1.